This data is from the Open Reaction Database (ORD), a public repository of structured organic reaction records. The task is: describe an organic reaction: reactants, conditions, products, and yield Reactants: CC(C)(C)OC(=O)N(CCc1ccc(Br)cc1)CC(O)c1cccc(Cl)c1, CCOC(=O)c1ccc(B(O)O)c(OC)c1, COCCOC, CCOC(C)=O, [Na+], [Na+], O=C([O-])[O-], O, c1ccc(P(c2ccccc2)(c2ccccc2)[Pd](P(c2ccccc2)(c2ccccc2)c2ccccc2)(P(c2ccccc2)(c2ccccc2)c2ccccc2)P(c2ccccc2)(c2ccccc2)c2ccccc2)cc1. Product: CCOC(=O)c1ccc(-c2ccc(CCN(CC(O)c3cccc(Cl)c3)C(=O)OC(C)(C)C)cc2)c(OC)c1. RXN SMILES: [Br:1][c:2]1[cH:3][cH:4][c:5]([CH2:8][CH2:9][N:10]([C:11]([O:12][C:13]([CH3:14])([CH3:15])[CH3:16])=[O:17])[CH2:18][CH:19]([OH:20])[c:21]2[cH:22][c:23]([Cl:27])[cH:24][cH:25][cH:26]2)[cH:6][cH:7]1.[CH2:28]([CH3:29])[O:30][C:31](=[O:32])[c:33]1[cH:34][c:35]([O:42][CH3:43])[c:36]([B:39]([OH:40])[OH:41])[cH:37][cH:38]1.[CH3:50][O:51][CH2:52][CH2:53][O:54][CH3:55].[CH3:56][CH2:57][O:58][C:59](=[O:60])[CH3:61].[Na+:44].[Na+:45].[O-:46][C:47](=[O:48])[O-:49].[OH2:62].[cH:63]1[cH:64][cH:65][c:66]([P:67]([Pd:68]([P:69]([c:70]2[cH:71][cH:72][cH:73][cH:74][cH:75]2)([c:76]2[cH:77][cH:78][cH:79][cH:80][cH:81]2)[c:82]2[cH:83][cH:84][cH:85][cH:86][cH:87]2)([P:88]([c:89]2[cH:90][cH:91][cH:92][cH:93][cH:94]2)([c:95]2[cH:96][cH:97][cH:98][cH:99][cH:100]2)[c:101]2[cH:102][cH:103][cH:104][cH:105][cH:106]2)[P:107]([c:108]2[cH:109][cH:110][cH:111][cH:112][cH:113]2)([c:114]2[cH:115][cH:116][cH:117][cH:118][cH:119]2)[c:120]2[cH:121][cH:122][cH:123][cH:124][cH:125]2)([c:126]2[cH:127][cH:128][cH:129][cH:130][cH:131]2)[c:132]2[cH:133][cH:134][cH:135][cH:136][cH:137]2)[cH:138][cH:139]1>>[c:2]1(-[c:36]2[c:35]([O:42][CH3:43])[cH:34][c:33]([C:31]([O:30][CH2:28][CH3:29])=[O:32])[cH:38][cH:37]2)[cH:3][cH:4][c:5]([CH2:8][CH2:9][N:10]([C:11]([O:12][C:13]([CH3:14])([CH3:15])[CH3:16])=[O:17])[CH2:18][CH:19]([OH:20])[c:21]2[cH:22][c:23]([Cl:27])[cH:24][cH:25][cH:26]2)[cH:6][cH:7]1. Reactants: BrC1=NC=C(C=C1)F (2-bromo-5-fluoropyridine), [Si](C)(C)(C(C)(C)C)OC\C=N\[S@@](=O)C(C)(C)C ((S,E)-N-(2-(tert-butyldimethylsilyloxy)ethylidene)-2-methylpropane-2-sulfinamide), O (water), C(CCC)[Li] (butyl lithium). Solvent: C1(=CC=CC=C1)C (toluene), C1(=CC=CC=C1)C (toluene), C1(=CC=CC=C1)C (toluene). Conditions: temperature -78 celsius, time 1 hour. Yields the product [Si](C)(C)(C(C)(C)C)OC[C@H](C1=NC=C(C=C1)F)N[S@@](=O)C(C)(C)C ((S)—N—((S)-2-(tert-butyldimethylsilyloxy)-1-(5-fluoropyridin-2-yl)ethyl)-2-methylpropane-2-sulfinamide). Yield: 48.5%. RXN SMILES: C([Li])CCC.Br[C:7]1[CH:12]=[CH:11][C:10]([F:13])=[CH:9][N:8]=1.[Si:14]([O:21][CH2:22]/[CH:23]=[N:24]/[S@:25]([C:27]([CH3:30])([CH3:29])[CH3:28])=[O:26])([C:17]([CH3:20])([CH3:19])[CH3:18])([CH3:16])[CH3:15].O>C1(C)C=CC=CC=1>[Si:14]([O:21][CH2:22][C@@H:23]([NH:24][S@:25]([C:27]([CH3:30])([CH3:29])[CH3:28])=[O:26])[C:7]1[CH:12]=[CH:11][C:10]([F:13])=[CH:9][N:8]=1)([C:17]([CH3:20])([CH3:19])[CH3:18])([CH3:16])[CH3:15]. Procedure: To a solution of toluene (500 mL) at −78° C. was added butyl lithium (1.6 M in hexanes, 75.6 ml, 121 mmol) at a rate such that the internal temperature did not exceed −50° C. To this solution was added 2-bromo-5-fluoropyridine (23.2 g, 132 mmol) in toluene (200 mL) at a rate such that the internal temperature did not exceed −68° C. The reaction was stirred at −78° C. for 1 hour. To the reaction was added (S,E)-N-(2-(tert-butyldimethylsilyloxy)ethylidene)-2-methylpropane-2-sulfinamide (30.5 g, 11...